Dataset: the Open Reaction Database (ORD), a public repository of structured organic reaction records. Task: describe an organic reaction: reactants, conditions, products, and yield Solvent: C(C)(=O)O (acetic acid). Reported procedure: 443 mg of N-[3-[(benzyloxy)carbonyl]-N-[5-[p-[N-[(benzyloxy)-carbonyl]amidino]benzamido]valeryl]-L-alanyl]-3-phenyl-L-alanine benzyl ester and 111 mg of Pd/C in 9 ml of acetic acid were stirred under hydrogen gas for 31/2hours. The solution was filtered and evaporated, the residue was dissolved in water and the solution was again evaporated. The residue was stirred in water, filtered off with suction and dried. 246 mg of N-[N-[5-(p-amidinobenzamido)valeryl]-L-α-aspartyl]-3-phenyl-L-alanine, m.p.... The reactants are C(C1=CC=CC=C1)OC([C@@H](NC([C@@H](NC(CCCCNC(C1=CC=C(C=C1)C(NC(=O)OCC1=CC=CC=C1)=N)=O)=O)CC(=O)OCC1=CC=CC=C1)=O)CC1=CC=CC=C1)=O (N-[3-[(benzyloxy)carbonyl]-N-[5-[p-[N-[(benzyloxy)-carbonyl]amidino]benzamido]valeryl]-L-alanyl]-3-phenyl-L-alanine benzyl ester). As a reaction SMILES: C([O:8][C:9](=[O:62])[C@H:10]([CH2:55][C:56]1[CH:61]=[CH:60][CH:59]=[CH:58][CH:57]=1)[NH:11][C:12](=[O:54])[C@H:13]([CH2:43][C:44]([O:46]CC1C=CC=CC=1)=[O:45])[NH:14][C:15](=[O:42])[CH2:16][CH2:17][CH2:18][CH2:19][NH:20][C:21](=[O:41])[C:22]1[CH:27]=[CH:26][C:25]([C:28](=[NH:40])[NH:29]C(OCC2C=CC=CC=2)=O)=[CH:24][CH:23]=1)C1C=CC=CC=1>C(O)(=O)C.[Pd]>[C:28]([C:25]1[CH:26]=[CH:27][C:22]([C:21]([NH:20][CH2:19][CH2:18][CH2:17][CH2:16][C:15]([NH:14][C@H:13]([C:12]([NH:11][C@H:10]([C:9]([OH:62])=[O:8])[CH2:55][C:56]2[CH:57]=[CH:58][CH:59]=[CH:60][CH:61]=2)=[O:54])[CH2:43][C:44](=[O:45])[OH:46])=[O:42])=[O:41])=[CH:23][CH:24]=1)(=[NH:29])[NH2:40]. The reagents and catalysts are [Pd] (Pd/C). Yield: 88.7%. The product is C(N)(=N)C1=CC=C(C(=O)NCCCCC(=O)N[C@@H](CC(O)=O)C(=O)N[C@@H](CC2=CC=CC=C2)C(=O)O)C=C1 (N-[N-[5-(p-amidinobenzamido)valeryl]-L-α-aspartyl]-3-phenyl-L-alanine). Reactants: ClC1=NC2=CC(=C(C=C2C(=N1)N)OC)OC (2-chloro-4-amino-6,7-dimethoxyquinazoline), O1C(CCC1)C(=O)N1CCNCC1 (N-(2-tetrahydrofuroyl)piperazine), COCCO (Methyl Cellosolve), COCCO (ethylene glycol monomethyl ether). Solvent: C(C)N(CC)CC (triethylamine). Conditions: time 16 hour. Yields the product NC1=NC(=NC2=CC(=C(C=C12)OC)OC)N1CCN(CC1)C(=O)C1OCCC1 (1-(4-amino-6,7-dimethoxy-2-quinazolinyl)-4-(2-tetrahydrofuroyl)piperazine). The yield is 86.6%. As a reaction SMILES: Cl[C:2]1[N:11]=[C:10]([NH2:12])[C:9]2[C:4](=[CH:5][C:6]([O:15][CH3:16])=[C:7]([O:13][CH3:14])[CH:8]=2)[N:3]=1.[O:17]1[CH2:21][CH2:20][CH2:19][CH:18]1[C:22]([N:24]1[CH2:29][CH2:28][NH:27][CH2:26][CH2:25]1)=[O:23].COCCO>C(N(CC)CC)C>[NH2:12][C:10]1[C:9]2[C:4](=[CH:5][C:6]([O:15][CH3:16])=[C:7]([O:13][CH3:14])[CH:8]=2)[N:3]=[C:2]([N:27]2[CH2:28][CH2:29][N:24]([C:22]([CH:18]3[CH2:19][CH2:20][CH2:21][O:17]3)=[O:23])[CH2:25][CH2:26]2)[N:11]=1. Procedure: Sixty grams (0.25 M) of 2-chloro-4-amino-6,7-dimethoxyquinazoline and 56.8 grams (0.308 M) of N-(2-tetrahydrofuroyl)piperazine were added to a stirred solution of 500 grams of Methyl Cellosolve® (ethylene glycol monomethyl ether) and 37.9 grams of triethylamine. The reaction mixture was heated to and maintained at a temperature of between 115° to 120° C. for 8 hours, and then allowed to cool to room temperature overnight. The Methyl Cellosolve® ether was removed by vacuum distillation, the resid... The reactants are Cl (hydrochloric acid), O(C1=CC=CC=C1)C1=CC=C(CN2N=C(C(=C2)C(=O)OCC)OCC2=CC=C(C=C2)OC2=CC=CC=C2)C=C1 (ethyl 1-(4-phenoxybenzyl)-3-(4-phenoxybenzyloxy)-1H-pyrazole-4-carboxylate), [OH-].[Na+] (sodium hydroxide), O1CCCC1 (tetrahydrofuran). Run in C(C)O (ethanol). Run at time 2 hour. Product: O(C1=CC=CC=C1)C1=CC=C(CN2N=C(C(=C2)C(=O)O)OCC2=CC=C(C=C2)OC2=CC=CC=C2)C=C1 (1-(4-phenoxybenzyl)-3-(4-phenoxybenzyloxy)-1H-pyrazole-4-carboxylic acid). Isolated yield 95.1%. RXN SMILES: [O:1]([C:8]1[CH:39]=[CH:38][C:11]([CH2:12][N:13]2[CH:17]=[C:16]([C:18]([O:20]CC)=[O:19])[C:15]([O:23][CH2:24][C:25]3[CH:30]=[CH:29][C:28]([O:31][C:32]4[CH:37]=[CH:36][CH:35]=[CH:34][CH:33]=4)=[CH:27][CH:26]=3)=[N:14]2)=[CH:10][CH:9]=1)[C:2]1[CH:7]=[CH:6][CH:5]=[CH:4][CH:3]=1.[OH-].[Na+].O1CCCC1.Cl>C(O)C>[O:1]([C:8]1[CH:39]=[CH:38][C:11]([CH2:12][N:13]2[CH:17]=[C:16]([C:18]([OH:20])=[O:19])[C:15]([O:23][CH2:24][C:25]3[CH:30]=[CH:29][C:28]([O:31][C:32]4[CH:33]=[CH:34][CH:35]=[CH:36][CH:37]=4)=[CH:27][CH:26]=3)=[N:14]2)=[CH:10][CH:9]=1)[C:2]1[CH:3]=[CH:4][CH:5]=[CH:6][CH:7]=1 |f:1.2|. Reported procedure: After a mixture of ethyl 1-(4-phenoxybenzyl)-3-(4-phenoxybenzyloxy)-1H-pyrazole-4-carboxylate (500 mg), 1N sodium hydroxide solution (2 ml), tetrahydrofuran (5 ml), and ethanol (5 ml) was stirred at room temperature for 2 hours, 1N hydrochloric acid (3 ml) was added to the mixture, and the mixture was extracted with ethyl acetate. The ethyl acetate layer was washed with saturated aqueous sodium chloride solution, dried (MgSO4), and concentrated. The resulting colorless crystals were collected by... Starting materials: FC(F)(F)c1ccc(Br)c(CBr)c1, C1CCOC1, CN([SiH](C)C)[Si](C)(C)C, CCOC(C)=O, CC1NC(=O)OC1c1cc(C(F)(F)F)cc(C(F)(F)F)c1, [Na], O. Product: CC1C(c2cc(C(F)(F)F)cc(C(F)(F)F)c2)OC(=O)N1Cc1cc(C(F)(F)F)ccc1Br. Reaction SMILES: [Br:32][c:33]1[c:34]([CH2:35][Br:36])[cH:37][c:38]([C:41]([F:42])([F:43])[F:44])[cH:39][cH:40]1.[CH2:51]1[O:52][CH2:53][CH2:54][CH2:55]1.[CH3:22][SiH:23]([CH3:24])[N:25]([CH3:26])[Si:27]([CH3:28])([CH3:29])[CH3:30].[CH3:45][CH2:46][O:47][C:48]([CH3:49])=[O:50].[F:1][C:2]([c:3]1[cH:4][c:5]([CH:13]2[CH:14]([CH3:19])[NH:15][C:16](=[O:18])[O:17]2)[cH:6][c:7]([C:9]([F:10])([F:11])[F:12])[cH:8]1)([F:20])[F:21].[Na:31].[OH2:56]>>[F:1][C:2]([c:3]1[cH:4][c:5]([CH:13]2[CH:14]([CH3:19])[N:15]([CH2:35][c:34]3[c:33]([Br:32])[cH:40][cH:39][c:38]([C:41]([F:42])([F:43])[F:44])[cH:37]3)[C:16](=[O:18])[O:17]2)[cH:6][c:7]([C:9]([F:10])([F:11])[F:12])[cH:8]1)([F:20])[F:21]. Starting materials: C(C)(=O)OCC (Ethyl acetate), FC1=C(C=O)C(=CC=C1F)F (2,3,6-trifluorobenzoaldehyde), C(CC(=O)OC)(=O)OC (dimethyl malonate), C(=O)([O-])[O-].[K+].[K+] (K2CO3). Run in O (water), CN(C)C=O (DMF). Reaction conditions: temperature 80 celsius. Yields the product COC(C(C(=O)OC)C(C1=C(C(=CC=C1F)F)F)O)=O (2-[Hydroxy-(2,3,6-trifluoro-phenyl)-methyl]-malonic Acid Dimethyl Ester). As a reaction SMILES: [F:1][C:2]1[C:9]([F:10])=[CH:8][CH:7]=[C:6]([F:11])[C:3]=1[CH:4]=[O:5].[C:12]([O:19][CH3:20])(=[O:18])[CH2:13][C:14]([O:16][CH3:17])=[O:15].C([O-])([O-])=O.[K+].[K+].C(OCC)(=O)C>CN(C=O)C.O>[CH3:17][O:16][C:14](=[O:15])[CH:13]([CH:4]([OH:5])[C:3]1[C:6]([F:11])=[CH:7][CH:8]=[C:9]([F:10])[C:2]=1[F:1])[C:12]([O:19][CH3:20])=[O:18] |f:2.3.4|. Procedure details: 2,3,6-trifluorobenzoaldehyde (10.2 g, 63.8 mmol) and dimethyl malonate (8.41 g, 63.8 mmol) were dissolved in 50 mL of DMF. 3 g of K2CO3 was added and the reaction mixture was heated to 80° C. for three hours. 500 mL of EtOAc and 500 mL of water were added. The organic layer washed with saturated NH4Cl solution (200 mL), dried over Na2SO4 and concentrated. The product was purified by column chromatography using EtOAc/hex as the eluent (gradient from 0/100 to 40/60 in 40 min, 13 g, 70%). 1H NMR (C... The reactants are CCC1=C(C2=CC3=C(C(=C2C=C1)O)C(=O)C4=C(C=CC(=C4C3=O)O)O)C(=O)OC (η-pyrromycinone), CC[C@]1(C[C@@H](C2=C(C=C3C(=C2O)C(=O)C=4C(=CC=C(C4C3=O)O)O)[C@H]1C(=O)OC)O[C@H]5C[C@@H]([C@@H]([C@H](O5)C)O[C@H]6C[C@@H]([C@@H]([C@H](O6)C)O[C@H]7C(=CC(=O)[C@@H](O7)C)N)O)N(C)C)O (rudolphomycin), CC[C@]1(C[C@@H](C2=C(C=C3C(=C2O)C(=O)C=4C(=CC=C(C4C3=O)O)O)[C@H]1C(=O)OC)O[C@H]5C[C@@H]([C@@H]([C@@H](O5)C)O[C@H]6C[C@@H]([C@@H]([C@@H](O6)C)O)O)N(C)C)O (musettamycin), CC[C@]1(C[C@@H](C2=C(C=C3C(=C2O)C(=O)C=4C(=CC=C(C4C3=O)O)O)[C@H]1C(=O)OC)O[C@H]5C[C@@H]([C@@H]([C@@H](O5)C)O[C@H]6C[C@@H]([C@@H]([C@@H](O6)C)O[C@H]7C[C@@H]([C@@H]([C@@H](O7)C)O)O)O)N(C)C)O (marcellomycin). Yields the product CC[C@]1(C[C@@H](C2=C(C=C3C(=C2O)C(=O)C=4C(=CC=C(C4C3=O)O)O)[C@H]1C(=O)OC)O[C@H]5C[C@@H]([C@@H]([C@H](O5)C)O[C@H]6C[C@@H]([C@@H]([C@H](O6)C)O[C@H]7C(=CC(=O)[C@@H](O7)C)N)O)N(C)C)O.CC[C@]1(C[C@@H](C2=C(C=C3C(=C2O)C(=O)C=4C(=CC=C(C4C3=O)O)O)[C@H]1C(=O)OC)O[C@H]5C[C@@H]([C@@H]([C@@H](O5)C)O[C@H]6C[C@@H]([C@@H]([C@@H](O6)C)O[C@H]7C[C@@H]([C@@H]([C@@H](O7)C)O)O)O)N(C)C)O (Rudolphomycin Marcellomycin). As a reaction SMILES: CCC1C=CC2C(=CC3C(=O)C4C(=C(O)C=CC=4O)C(=O)C=3C=2O)C=1C(OC)=O.CC[C@]1(O)[C@H](C(OC)=O)C2C=C3C(=O)C4C(O)=CC=C(O)C=4C(=O)C3=C(O)C=2[C@@H](O[C@@H]2O[C@@H](C)[C@@H](O[C@@H]3O[C@@H](C)[C@@H](O)[C@@H](O)C3)[C@@H](N(C)C)C2)C1.[CH3:81][CH2:82][C@:83]1([OH:140])[C@H:105]([C:106]([O:108][CH3:109])=[O:107])[C:87]2[CH:88]=[C:89]3[C:101](=[O:102])[C:100]4[C:99]([OH:103])=[CH:98][CH:97]=[C:96]([OH:104])[C:95]=4[C:93](=[O:94])[C:90]3=[C:91]([OH:92])[C:86]=2[C@@H:85]([O:110][C@@H:111]2[O:116][C@@H:115]([CH3:117])[C@@H:114]([O:118][C@@H:119]3[O:124][C@@H:123]([CH3:125])[C@@H:122]([O:126][C@@H:127]4[O:132][C@@H:131]([CH3:133])[C@@H:130]([OH:134])[C@@H:129]([OH:135])[CH2:128]4)[C@@H:121]([OH:136])[CH2:120]3)[C@@H:113]([N:137]([CH3:139])[CH3:138])[CH2:112]2)[CH2:84]1.[CH3:141][CH2:142][C@:143]1([OH:200])[C@H:165]([C:166]([O:168][CH3:169])=[O:167])[C:147]2[CH:148]=[C:149]3[C:161](=[O:162])[C:160]4[C:159]([OH:163])=[CH:158][CH:157]=[C:156]([OH:164])[C:155]=4[C:153](=[O:154])[C:150]3=[C:151]([OH:152])[C:146]=2[C@@H:145]([O:170][C@@H:171]2[O:176][C@H:175]([CH3:177])[C@@H:174]([O:178][C@@H:179]3[O:184][C@H:183]([CH3:185])[C@@H:182]([O:186][C@@H:187]4[O:193][C@@H:192]([CH3:194])[C:190](=[O:191])[CH:189]=[C:188]4[NH2:195])[C@@H:181]([OH:196])[CH2:180]3)[C@@H:173]([N:197]([CH3:199])[CH3:198])[CH2:172]2)[CH2:144]1>>[CH3:141][CH2:142][C@:143]1([OH:200])[C@H:165]([C:166]([O:168][CH3:169])=[O:167])[C:147]2[CH:148]=[C:149]3[C:161](=[O:162])[C:160]4[C:159]([OH:163])=[CH:158][CH:157]=[C:156]([OH:164])[C:155]=4[C:153](=[O:154])[C:150]3=[C:151]([OH:152])[C:146]=2[C@@H:145]([O:170][C@@H:171]2[O:176][C@H:175]([CH3:177])[C@@H:174]([O:178][C@@H:179]3[O:184][C@H:183]([CH3:185])[C@@H:182]([O:186][C@@H:187]4[O:193][C@@H:192]([CH3:194])[C:190](=[O:191])[CH:189]=[C:188]4[NH2:195])[C@@H:181]([OH:196])[CH2:180]3)[C@@H:173]([N:197]([CH3:199])[CH3:198])[CH2:172]2)[CH2:144]1.[CH3:81][CH2:82][C@:83]1([OH:140])[C@H:105]([C:106]([O:108][CH3:109])=[O:107])[C:87]2[CH:88]=[C:89]3[C:101](=[O:102])[C:100]4[C:99]([OH:103])=[CH:98][CH:97]=[C:96]([OH:104])[C:95]=4[C:93](=[O:94])[C:90]3=[C:91]([OH:92])[C:86]=2[C@@H:85]([O:110][C@@H:111]2[O:116][C@@H:115]([CH3:117])[C@@H:114]([O:118][C@@H:119]3[O:124][C@@H:123]([CH3:125])[C@@H:122]([O:126][C@@H:127]4[O:132][C@@H:131]([CH3:133])[C@@H:130]([OH:134])[C@@H:129]([OH:135])[CH2:128]4)[C@@H:121]([OH:136])[CH2:120]3)[C@@H:113]([N:137]([CH3:139])[CH3:138])[CH2:112]2)[CH2:84]1 |f:4.5|. Procedure: The solids obtained were chromatographed on Brinkmann 60F254 silica gel thin layer plates using an 80:20 toluene:methanol solvent system. The first band to elute was shown by thin layer chromatography to be a complex inactive mixture. The second band gave a characteristic pinkish red zone at about Rf =0.75. This fraction was also inactive and was found to comprise mainly η-pyrromycinone. The third fraction to elute gave a single zone with Rf ~0.3. This was determined to be musettamycin and was h...